Task: describe an organic reaction: reactants, conditions, products, and yield. Dataset: the Open Reaction Database (ORD), a public repository of structured organic reaction records The yield is 10.6%. Product: ClC1=CC=C(C=C1)C(=O)C1=C(C(=C2C=C(C=CN12)O)C(CC(C)(C)C)=O)CC(C(=O)OCC)(C)C (ethyl 3-{3-[(4-chlorophenyl)carbonyl]-1-(3,3-dimethylbutanoyl)-7-hydroxyindolizin-2-yl}-2,2-dimethylpropanoate). Reaction SMILES: [Cl:1][C:2]1[CH:7]=[CH:6][C:5]([C:8]([C:10]2[N:18]3[C:13]([CH:14]=[C:15]([O:19]C)[CH:16]=[CH:17]3)=[C:12]([C:21](=[O:27])[CH2:22][C:23]([CH3:26])([CH3:25])[CH3:24])[C:11]=2[CH2:28][C:29]([CH3:36])([CH3:35])[C:30]([O:32][CH2:33][CH3:34])=[O:31])=[O:9])=[CH:4][CH:3]=1.[Cl-].[Al+3].[Cl-].[Cl-].C(S)C.[C@H](O)(C([O-])=O)[C@@H](O)C([O-])=O.[Na+].[K+]>C(Cl)Cl>[Cl:1][C:2]1[CH:3]=[CH:4][C:5]([C:8]([C:10]2[N:18]3[C:13]([CH:14]=[C:15]([OH:19])[CH:16]=[CH:17]3)=[C:12]([C:21](=[O:27])[CH2:22][C:23]([CH3:24])([CH3:25])[CH3:26])[C:11]=2[CH2:28][C:29]([CH3:35])([CH3:36])[C:30]([O:32][CH2:33][CH3:34])=[O:31])=[O:9])=[CH:6][CH:7]=1 |f:1.2.3.4,6.7.8|. Reactants: ClC1=CC=C(C=C1)C(=O)C1=C(C(=C2C=C(C=CN12)OC)C(CC(C)(C)C)=O)CC(C(=O)OCC)(C)C (ethyl 3-{3-[(4-chlorophenyl)carbonyl]-1-(3,3-dimethylbutanoyl)-7-methoxyindolizin-2-yl}-2,2-dimethylpropanoate), [Cl-].[Al+3].[Cl-].[Cl-] (aluminum chloride), [C@@H]([C@H](C(=O)[O-])O)(C(=O)[O-])O.[Na+].[K+] (Rochelle's salt), C(C)S (ethanethiol). Run in C(Cl)Cl (CH2Cl2). Reaction conditions: temperature 23 celsius, time 3 hour. Procedure details: To a solution of ethyl 3-{3-[(4-chlorophenyl)carbonyl]-1-(3,3-dimethylbutanoyl)-7-methoxyindolizin-2-yl}-2,2-dimethylpropanoate (310 mg, 0.605 mmol) in CH2Cl2 (5.0 mL) is added aluminum chloride (363 mg, 2.72 mmol). The solution is stirred for 3 h at 23° C. then treated with ethanethiol (0.112 mL, 1.51 mmol) and allowed to stir for 18 h. The mixture is poured into cold 1M aqueous Rochelle's salt solution, extracted with CH2Cl2, washed with brine, dried with MgSO4, filtered, and concentrated in v... Reactants: NC(=O)N.N[C@@H](CC1=CNC=N1)C(=O)O (urea histidine). Run in C(C(CO)(CO)N)O.Cl (Tris HCl). Yields the product NC(=O)N.C(CC)(=O)O.N[C@@H](CC1=CNC=N1)C(=O)O (urea histidine -propionate), DNA. As a reaction SMILES: [NH2:1][C:2]([NH2:4])=[O:3].[NH2:5][C@H:6]([C:13]([OH:15])=[O:14])[CH2:7][C:8]1[N:12]=[CH:11][NH:10][CH:9]=1>C(O)C(N)(CO)CO.Cl>[NH2:1][C:2]([NH2:4])=[O:3].[C:13]([OH:15])(=[O:14])[CH2:6][CH3:7].[NH2:5][C@H:6]([C:13]([OH:15])=[O:14])[CH2:7][C:8]1[N:12]=[CH:11][NH:10][CH:9]=1 |f:0.1,2.3,4.5.6|. Procedure: By spectrophotometric analysis, the elutions in 100 ul of 10 mM Tris HCl at pH 9.5 yielded 30 μg (A260/A280 of 1.78) of DNA for the bimodal urea-histidine -propionate IE particles and less than 2 μg of DNA for the urea-histidine IE particles. No DNA was detected on analysis of the eluent from the urea-histidine IE particles, by gel electrophoresis. The results above indicate that the addition of propionate to the urea-histidine particles lowered the needed concentration of counter-ion (chloride)... Reactants: ClC1=C(C=CC(=C1)OC1=CC=NC2=CC(=C(C=C12)OC)O)NC(=O)NC1=C(C=C(C=C1)F)F (N-{2-Chloro-4-[(7-hydroxy-6-methoxy-4-quinolyl)-oxy]phenyl}-N′-(2,4-difluorophenyl)urea), C([O-])([O-])=O.[K+].[K+] (potassium carbonate), CC1=CC=C(C=C1)S(=O)(=O)OCCN1N=NC=C1 (2-(1H-1,2,3-triazol-1-yl)ethyl 4-methyl-1-benzenesulfonate). The solvent is CN(C=O)C (N,N-dimethylformamide). Run at temperature 80 celsius, time 1 hour. Yields the product ClC1=C(C=CC(=C1)OC1=CC=NC2=CC(=C(C=C12)OC)OCCN1N=NC=C1)NC(=O)NC1=C(C=C(C=C1)F)F (N-[2-Chloro-4-({6-methoxy-7-[2-(1H-1,2,3-triazol-1-yl)ethoxy]-4-quinolyl}oxy)phenyl]-N′-(2,4-difluorophenyl)urea). Isolated yield 69.6%. RXN SMILES: [Cl:1][C:2]1[CH:7]=[C:6]([O:8][C:9]2[C:18]3[C:13](=[CH:14][C:15]([OH:21])=[C:16]([O:19][CH3:20])[CH:17]=3)[N:12]=[CH:11][CH:10]=2)[CH:5]=[CH:4][C:3]=1[NH:22][C:23]([NH:25][C:26]1[CH:31]=[CH:30][C:29]([F:32])=[CH:28][C:27]=1[F:33])=[O:24].C(=O)([O-])[O-].[K+].[K+].CC1C=CC(S(O[CH2:51][CH2:52][N:53]2[CH:57]=[CH:56][N:55]=[N:54]2)(=O)=O)=CC=1>CN(C)C=O>[Cl:1][C:2]1[CH:7]=[C:6]([O:8][C:9]2[C:18]3[C:13](=[CH:14][C:15]([O:21][CH2:51][CH2:52][N:53]4[CH:57]=[CH:56][N:55]=[N:54]4)=[C:16]([O:19][CH3:20])[CH:17]=3)[N:12]=[CH:11][CH:10]=2)[CH:5]=[CH:4][C:3]=1[NH:22][C:23]([NH:25][C:26]1[CH:31]=[CH:30][C:29]([F:32])=[CH:28][C:27]=1[F:33])=[O:24] |f:1.2.3|. Procedure details: N-{2-Chloro-4-[(7-hydroxy-6-methoxy-4-quinolyl)-oxy]phenyl}-N′-(2,4-difluorophenyl)urea (55 mg), potassium carbonate (31 mg), and 2-(1H-1,2,3-triazol-1-yl)ethyl 4-methyl-1-benzenesulfonate (36 mg) were dissolved in N,N-dimethylformamide (1 ml), and the solution was stirred at 80° C. for one hr. The solvent was removed by distillation under the reduced pressure. A saturated aqueous sodium hydrogencarbonate solution was added to the residue, and the mixture was extracted with chloroform. The chlor... Yields the product FC1=C(C=CC=C1)C1=C2C=3CCCCC3NC2=C(C=C1)C(=O)O (5-(2-fluorophenyl)-2,3,4,9-tetrahydro-1H-carbazole-8-carboxylic acid). Reported procedure: Step 4 A solution of 2′-fluoro-3-hydrazinylbiphenyl-4-carboxylic acid (0.306 g, 1.24 mmol) and cyclohexanone (0.183 g, 1.86 mmol) in acetic acid (6.2 mL) was heated at reflux under nitrogen for 2 h. The mixture was cooled to rt and concentrated. The residue was partitioned between EtOAc and 1 M hydrochloric acid. The organic layer was washed with brine, dried and concentrated. The residue was triturated with EtOAc and DCM to give 5-(2-fluorophenyl)-2,3,4,9-tetrahydro-1H-carbazole-8-carboxylic ac... As a reaction SMILES: [F:1][C:2]1[CH:7]=[CH:6][CH:5]=[CH:4][C:3]=1[C:8]1[CH:13]=[CH:12][C:11]([C:14]([OH:16])=[O:15])=[C:10]([NH:17]N)[CH:9]=1.[C:19]1(=O)[CH2:24][CH2:23][CH2:22][CH2:21][CH2:20]1>C(O)(=O)C>[F:1][C:2]1[CH:7]=[CH:6][CH:5]=[CH:4][C:3]=1[C:8]1[CH:13]=[CH:12][C:11]([C:14]([OH:16])=[O:15])=[C:10]2[C:9]=1[C:19]1[CH2:24][CH2:23][CH2:22][CH2:21][C:20]=1[NH:17]2. Yield: 34.4%. Run in C(C)(=O)O (acetic acid). The reactants are FC1=C(C=CC=C1)C1=CC(=C(C=C1)C(=O)O)NN (2′-fluoro-3-hydrazinylbiphenyl-4-carboxylic acid), C1(CCCCC1)=O (cyclohexanone). Starting materials: [N+](=O)([O-])C1=CC=CC=2N(N=NC21)C2CCCCC2 (4-nitro-1-cyclohexyl-1H-benzotriazole), [H][H] (Hydrogen). Reagents/catalysts: [Pd] (palladium on carbon). Run in C(C)O (ethanol). Reaction conditions: temperature 60 celsius. Yields the product NC1=CC=CC=2N(N=NC21)C2CCCCC2 (4-amino-1-cyclohexyl-1H-benzotriazole). Reaction SMILES: [N+:1]([C:4]1[C:12]2[N:11]=[N:10][N:9]([CH:13]3[CH2:18][CH2:17][CH2:16][CH2:15][CH2:14]3)[C:8]=2[CH:7]=[CH:6][CH:5]=1)([O-])=O.[H][H]>[Pd].C(O)C>[NH2:1][C:4]1[C:12]2[N:11]=[N:10][N:9]([CH:13]3[CH2:18][CH2:17][CH2:16][CH2:15][CH2:14]3)[C:8]=2[CH:7]=[CH:6][CH:5]=1. Reported procedure: In a 500 ml. Paar hydrogenator is placed 49.2 g. of the 4-nitro-1-cyclohexyl-1H-benzotriazole, 220 ml. ethanol and 2.5 g. 10% palladium on carbon catalyst and the mixture is heated to 45° C. Hydrogen is introduced at about 40 psi and the temperature of the reaction is maintained at 60° C. The reaction is over after 11/2 hours and the catalyst is then removed by filtration. On evaporation of the solvent, the product is isolated in quantitative yield as an oil, which solidifies on standing, m.p. 5...